This data is from the Open Reaction Database (ORD), a public repository of structured organic reaction records. The task is: describe an organic reaction: reactants, conditions, products, and yield Reaction conditions: time 48 hour. Reported procedure: A mixture of 5-(5-(Benzylamino-methyl)-pyridin-3-yl)-3-methyl-3H-benzooxazol-2-one (crude from step 2, ˜0.39 mmol) and Pd(OH)2 (20 mg, 10%) in ethanol (10 mL) and acetic acid (0.5 mL) was stirred under 1 atmosphere of H2 at room temperature for 48 h. After filteration and concentration, the residue was purified by flash column (MeOH—CH2Cl2, v/v, 0-5%) and yielded yellow solid (3 mg), ESI-MS m/z: 387.9 [M+1]+, Retention time 1.45 min; 1HNMR (CDCl3, 400.342 MHz) δ 1.48 (t, J=7.2 Hz, 3H), 3.05 (s, ... RXN SMILES: [CH2:1]([NH:8][CH2:9][C:10]1[CH:11]=[C:12]([C:16]2[CH:17]=[CH:18][C:19]3[O:23][C:22](=[O:24])[N:21]([CH3:25])[C:20]=3[CH:26]=2)[CH:13]=[N:14][CH:15]=1)[C:2]1[CH:7]=[CH:6][CH:5]=[CH:4][CH:3]=1.[CH2:27](O)[CH3:28]>C(O)(=O)C.[OH-].[OH-].[Pd+2]>[CH2:1]([N:8]([CH2:9][C:10]1[CH:11]=[C:12]([C:16]2[CH:17]=[CH:18][C:19]3[O:23][C:22](=[O:24])[N:21]([CH3:25])[C:20]=3[CH:26]=2)[CH:13]=[N:14][CH:15]=1)[CH2:27][CH3:28])[C:2]1[CH:3]=[CH:4][CH:5]=[CH:6][CH:7]=1 |f:3.4.5|. The reactants are C(C1=CC=CC=C1)NCC=1C=C(C=NC1)C=1C=CC2=C(N(C(O2)=O)C)C1 (5-[5-(Benzylamino-methyl)-pyridin-3-yl]-3-methyl-3H-benzooxazol-2-one), C(C)O (ethanol). The solvent is C(C)(=O)O (acetic acid). The reagents and catalysts are [OH-].[OH-].[Pd+2] (Pd(OH)2). The product is C(C1=CC=CC=C1)N(CC)CC=1C=C(C=NC1)C=1C=CC2=C(N(C(O2)=O)C)C1 (5-{5-[(Benzyl-ethyl-amino)-methyl]-pyridin-3-yl}-3-methyl-3H-benzooxazol-2-one). The reactants are O=C(n1ccnc1)n1ccnc1, Cc1cccnc1CN(Cc1ncccc1C)C1CCNCC1, CCN(C(C)C)C(C)C, ClCCl, Nc1ncc[nH]1, CN(C)C=O, O=S(=O)(O)O. Product: Cc1cccnc1CN(Cc1ncccc1C)C1CCN(C(=O)Nc2ncc[nH]2)CC1. Reaction SMILES: [C:1](=[O:2])([n:3]1[cH:4][cH:5][n:6][cH:7]1)[n:8]1[cH:9][cH:10][n:11][cH:12]1.[CH3:33][c:34]1[c:35]([CH2:40][N:41]([CH:42]2[CH2:43][CH2:44][NH:45][CH2:46][CH2:47]2)[CH2:48][c:49]2[n:50][cH:51][cH:52][cH:53][c:54]2[CH3:55])[n:36][cH:37][cH:38][cH:39]1.[CH:24]([N:25]([CH2:26][CH3:27])[CH:28]([CH3:29])[CH3:30])([CH3:31])[CH3:32].[Cl:56][CH2:57][Cl:58].[NH2:18][c:19]1[nH:20][cH:21][cH:22][n:23]1.[O:59]=[CH:60][N:61]([CH3:62])[CH3:63].[S:13]([OH:14])([OH:15])(=[O:16])=[O:17]>>[C:1](=[O:2])([NH:18][c:19]1[nH:20][cH:21][cH:22][n:23]1)[N:45]1[CH2:44][CH2:43][CH:42]([N:41]([CH2:40][c:35]2[c:34]([CH3:33])[cH:39][cH:38][cH:37][n:36]2)[CH2:48][c:49]2[n:50][cH:51][cH:52][cH:53][c:54]2[CH3:55])[CH2:47][CH2:46]1. The reactants are O=[N+]([O-])c1ccccc1CBr, O=Cc1ncc[nH]1. Product: O=Cc1nccn1Cc1ccccc1[N+](=O)[O-]. RXN SMILES: [N+:8](=[O:9])([O-:10])[c:11]1[c:12]([CH2:13][Br:14])[cH:15][cH:16][cH:17][cH:18]1.[nH:1]1[c:2]([CH:6]=[O:7])[n:3][cH:4][cH:5]1>>[n:1]1([CH2:13][c:12]2[c:11]([N+:8](=[O:9])[O-:10])[cH:18][cH:17][cH:16][cH:15]2)[c:2]([CH:6]=[O:7])[n:3][cH:4][cH:5]1.